From a dataset of the Open Reaction Database (ORD), a public repository of structured organic reaction records. describe an organic reaction: reactants, conditions, products, and yield Starting materials: FC1=C(C=O)C=CC(=C1)F (2,4-Difluorobenzaldehyde), C(=C)[Mg]Cl (Vinyl magnesium chloride). The solvent is O1CCCC1 (tetrahydrofuran). Run at temperature 0 celsius, time 30 minute. Product: FC1=C(C=CC(=C1)F)C(C=C)O (1-(2,4-difluorophenyl)prop-2-en-1-ol). Yield: 67.6%. As a reaction SMILES: [F:1][C:2]1[CH:9]=[C:8]([F:10])[CH:7]=[CH:6][C:3]=1[CH:4]=[O:5].[CH:11]([Mg]Cl)=[CH2:12]>O1CCCC1>[F:1][C:2]1[CH:9]=[C:8]([F:10])[CH:7]=[CH:6][C:3]=1[CH:4]([OH:5])[CH:11]=[CH2:12]. Procedure: 2,4-Difluorobenzaldehyde (1.42 g, 10 mmol) was dissolved in tetrahydrofuran (20 mL) and cooled to 0° C. Vinyl magnesium chloride (1M in tetrahydrofuran, 12 mL, 12 mmol) was added. The reaction was stirred for 30 minutes then quenched with saturated aqueous ammonium chloride. The mixture was extracted with ethyl acetate. The combined organic layers were washed with brine, dried over MgSO4 and evaporated. The residue was purified by flash column chromatography on silica, eluting with 10% ethyl ace... The reactants are ClC1=CC=2C(N(CC(OC2N=C1)CCCl)C)=O (7-chloro-2-(2-chloroethyl)-2,3-dihydro-4-methylpyrido[3,2-f][1,4]-oxazepine-5(4H)-one), C([O-])([O-])=O.[K+].[K+] (potassium carbonate), N1CCC1 (azetidine), [OH-].[NH4+] (ammonium hydroxide), N1CCC1 (azetidine), N1CCC1 (azetidine). Solvent: O (water), CS(=O)C (dimethyl sulfoxide), C(C)(=O)OCC (ethyl acetate), CO (methanol). Run at time 24 hour. The product is C(C(=O)O)(=O)O.N1(CCC1)CCC1OC2=C(C(N(C1)C)=O)C=C(C=N2)Cl (2-[2-(1-Azetidinyl)ethyl]-7-chloro-2,3-dihydro-4-methylpyrido[3,2-f][1,4]-oxazepin-5(4H)-one oxalate). RXN SMILES: [Cl:1][C:2]1[CH:12]=[N:11][C:10]2[O:9][CH:8]([CH2:13][CH2:14]Cl)[CH2:7][N:6]([CH3:16])[C:5](=[O:17])[C:4]=2[CH:3]=1.[C:18](=[O:21])([O-:20])[O-].[K+].[K+].[NH:24]1[CH2:27][CH2:26][CH2:25]1.[OH-:28].[NH4+]>CS(C)=O.O.CO.C(OCC)(=O)C>[C:5]([OH:17])(=[O:28])[C:18]([OH:20])=[O:21].[N:24]1([CH2:14][CH2:13][CH:8]2[CH2:7][N:6]([CH3:16])[C:5](=[O:17])[C:4]3[CH:3]=[C:2]([Cl:1])[CH:12]=[N:11][C:10]=3[O:9]2)[CH2:27][CH2:26][CH2:25]1 |f:1.2.3,5.6,11.12|. Procedure: To a solution of 6 g (0.022 mole) of 7-chloro-2-(2-chloroethyl)-2,3-dihydro-4-methylpyrido[3,2-f][1,4]-oxazepine-5(4H)-one in 40 ml of dimethyl sulfoxide was added 8.0 g of crushed potassium carbonate and 1.5 g (0.026 mole) of azetidine. The reaction was stirred at room temperature for 24 hr. After checking ty TLC [7:2:1 by volume ethyl acetate:methanol:conc. ammonium hydroxide, another 0.4 g (0.007 mole) of azetidine was added. Two days later, another 0.5 g (0.0087 mole) of azetidine was added ... The reactants are C(C)(C)(C)OC(=O)N1CCC2=C(CC1)C(=C(C=C2)Cl)SC(N(C)C)=O (3-tert-butoxycarbonyl-7-chloro-6-dimethylcarbamoylsulfanyl-2,3,4,5-tetrahydro-1H-benzo[d]azepine), BrC1=C(C=CC(=C1)CBr)Cl (2-bromo-4-bromomethyl-1-chloro-benzene). Product: BrC=1C=C(CSC2=C(C=CC=3CCN(CCC32)C(=O)OC(C)(C)C)Cl)C=CC1Cl (6-(3-Bromo-4-chloro-benzylthio)-3-tert-butoxycarbonyl-7-chloro-2,3,4,5-tetrahydro-1H-benzo[d]azepine). As a reaction SMILES: [C:1]([O:5][C:6]([N:8]1[CH2:14][CH2:13][C:12]2[C:15]([S:20][C:21](=O)N(C)C)=[C:16]([Cl:19])[CH:17]=[CH:18][C:11]=2[CH2:10][CH2:9]1)=[O:7])([CH3:4])([CH3:3])[CH3:2].[Br:26][C:27]1[CH:32]=[C:31](CBr)[CH:30]=[CH:29][C:28]=1[Cl:35]>>[Br:26][C:27]1[CH:32]=[C:31]([CH:30]=[CH:29][C:28]=1[Cl:35])[CH2:21][S:20][C:15]1[C:12]2[CH2:13][CH2:14][N:8]([C:6]([O:5][C:1]([CH3:4])([CH3:3])[CH3:2])=[O:7])[CH2:9][CH2:10][C:11]=2[CH:18]=[CH:17][C:16]=1[Cl:19]. Reported procedure: Use a method similar to the Preparation 177, using 3-tert-butoxycarbonyl-7-chloro-6-dimethylcarbamoylsulfanyl-2,3,4,5-tetrahydro-1H-benzo[d]azepine and 2-bromo-4-bromomethyl-1-chloro-benzene, to give the title compound. The reactants are CCCCc1ccc(C#CC(C)(C)O)cc1, Cc1ccccc1, [H-], [Na+], O. Product: C#Cc1ccc(CCCC)cc1. Reaction SMILES: [CH3:1][C:2]([C:3]#[C:4][c:5]1[cH:6][cH:7][c:8]([CH2:11][CH2:12][CH2:13][CH3:14])[cH:9][cH:10]1)([OH:15])[CH3:16].[CH3:20][c:21]1[cH:22][cH:23][cH:24][cH:25][cH:26]1.[H-:17].[Na+:18].[OH2:19]>>[CH:3]#[C:4][c:5]1[cH:6][cH:7][c:8]([CH2:11][CH2:12][CH2:13][CH3:14])[cH:9][cH:10]1. Reactants: [OH-].[Li+] (lithium hydroxide), C(C(C)(C)C)(=O)OCCCCN1C(=NC2=NC(=CC=C21)Cl)CN2C(N(C1=C2C=NC=C1)C1CC1)=O (4-(5-chloro-2-((1-cyclopropyl-2-oxo-1H-imidazo[4,5-c]pyridin-3(2H)-yl)methyl)-1H-imidazo[4,5-b]pyridin-1yl)butyl pivalate). Solvent: O (water), C1CCOC1 (THF), O (water). Run at time 8 hour. Yields the product ClC1=CC=C2C(=N1)N=C(N2CCCCO)CN2C(N(C1=C2C=NC=C1)C1CC1)=O (3-((5-chloro-1-(4-hydroxybutyl)-1H-imidazo[4,5-b]pyridin-2-yl)methyl)-1-cyclopropyl-1H-imidazo[4,5-c]pyridin-2(3H)-one), powder. Yield: 80.0%. RXN SMILES: C([O:7][CH2:8][CH2:9][CH2:10][CH2:11][N:12]1[C:20]2[C:15](=[N:16][C:17]([Cl:21])=[CH:18][CH:19]=2)[N:14]=[C:13]1[CH2:22][N:23]1[C:27]2[CH:28]=[N:29][CH:30]=[CH:31][C:26]=2[N:25]([CH:32]2[CH2:34][CH2:33]2)[C:24]1=[O:35])(=O)C(C)(C)C.[OH-].[Li+]>C1COCC1.O>[Cl:21][C:17]1[N:16]=[C:15]2[N:14]=[C:13]([CH2:22][N:23]3[C:27]4[CH:28]=[N:29][CH:30]=[CH:31][C:26]=4[N:25]([CH:32]4[CH2:34][CH2:33]4)[C:24]3=[O:35])[N:12]([CH2:11][CH2:10][CH2:9][CH2:8][OH:7])[C:20]2=[CH:19][CH:18]=1 |f:1.2|. Reported procedure: Compound 3 (0.29 g, 0.58 mmol) was dissolved in THF (15 mL) and lithium hydroxide (40 mg, 1.6 mmol) dissolved in water (5 mL) was added. The resulting mixture was stirred at room temperature overnight. The reaction mixture was poured in water and extracted with ethyl acetate. The organic layer was dried over MgSO4 and concentrated. The residue was purified by column chromatography using dichloromethane and methanol. The title compound 14 was isolated as a white powder (200 mg, 80%). m/z=414 (M+H... Starting materials: S1C=NC2=C1C=C(C=C2)NC(C2=C(C=C(C(=C2)[N+](=O)[O-])F)Cl)=O (N-benzothiazol-6-yl-2-chloro-4-fluoro-5-nitrobenzamide), [NH4+].[OH-] (NH4OH), CN1CCNCC1 (N-methylpiperazine), NC1=CC(=C(C(=O)NC2=CC3=C(N=CS3)C=C2)C=C1[N+](=O)[O-])Cl (4-amino-N-benzothiazol-6-yl-2-chloro-5-nitrobenzamide). The solvent is O1CCOCC1 (dioxane). Yields the product NC1=CC(=C(C(=O)NC2=CC3=C(N=CS3)C=C2)C=C1[N+](=O)[O-])N1CCN(CC1)C (4-amino-N-benzothiazol-6-yl-2-(4-methyl-piperazin-1-yl)-5-nitrobenzamide). As a reaction SMILES: S1C2C=C(NC(=O)C3C=C([N+]([O-])=O)C(F)=CC=3Cl)C=CC=2N=C1.[NH4+].[OH-].[NH2:26][C:27]1[C:44]([N+:45]([O-:47])=[O:46])=[CH:43][C:30]([C:31]([NH:33][C:34]2[CH:42]=[CH:41][C:37]3[N:38]=[CH:39][S:40][C:36]=3[CH:35]=2)=[O:32])=[C:29](Cl)[CH:28]=1.[CH3:49][N:50]1[CH2:55][CH2:54][NH:53][CH2:52][CH2:51]1>O1CCOCC1>[NH2:26][C:27]1[C:44]([N+:45]([O-:47])=[O:46])=[CH:43][C:30]([C:31]([NH:33][C:34]2[CH:42]=[CH:41][C:37]3[N:38]=[CH:39][S:40][C:36]=3[CH:35]=2)=[O:32])=[C:29]([N:53]2[CH2:54][CH2:55][N:50]([CH3:49])[CH2:51][CH2:52]2)[CH:28]=1 |f:1.2|. Procedure details: A solution of N-benzothiazol-6-yl-2-chloro-4-fluoro-5-nitrobenzamide (2 mmol) in dioxane (4 mL) was reacted with aqueous NH4OH using the conditions described in Example 115. After the formation of 4-amino-N-benzothiazol-6-yl-2-chloro-5-nitrobenzamide was complete, the reaction mixture was charged with N-methylpiperazine (12 mmol). The contents were heated at reflux for 10 h, and the reaction mixture was cooled to RT. The contents were poured onto ice cold water with vigorous stirring. The solid ... Starting materials: CC(=O)C (acetone), C([O-])([O-])=O.[K+].[K+] (potassium carbonate), C(\C=C(/C)\CCC=C(C)C)Br (geranyl bromide), OC1=CC2=C(N=C(S2)C#N)C=C1 (6-hydroxy-2-cyanobenzothiazole). Solvent: CCCCCCC.C(C)(=O)OCC (heptane ethyl acetate). Run at time 20 hour. Product: C(\C=C(/C)\CCC=C(C)C)OC1=CC2=C(N=C(S2)C#N)C=C1 (6-(Geranyloxy)-2-cyanobenzothiazole). Isolated yield 120.0%. Reaction SMILES: CC(C)=O.C(=O)([O-])[O-].[K+].[K+].[CH2:11](Br)/[CH:12]=[C:13](/[CH2:15][CH2:16][CH:17]=[C:18]([CH3:20])[CH3:19])\[CH3:14].[OH:22][C:23]1[CH:33]=[CH:32][C:26]2[N:27]=[C:28]([C:30]#[N:31])[S:29][C:25]=2[CH:24]=1>CCCCCCC.C(OCC)(=O)C>[CH2:11]([O:22][C:23]1[CH:33]=[CH:32][C:26]2[N:27]=[C:28]([C:30]#[N:31])[S:29][C:25]=2[CH:24]=1)/[CH:12]=[C:13](/[CH2:15][CH2:16][CH:17]=[C:18]([CH3:20])[CH3:19])\[CH3:14] |f:1.2.3,6.7|. Procedure details: To a dry 25-ml round-bottomed flask containing acetone (5 mL), anhydrous potassium carbonate (1.2 g, 8.4 mmole), and geranyl bromide (1.5 mL, 7.3 mmole) was added 6-hydroxy-2-cyanobenzothiazole (1 g, 5.6 mmole). The mixture was refluxed under argon with stirring. Reaction progress was monitored by TLC analysis, developing with 2:1 heptane-ethyl acetate. After 20 h, the potassium carbonate was filtered from the cooled reaction mixture. The solution was concentrated in vacuo to yield 2.1 g of soli...